From a dataset of the Open Reaction Database (ORD), a public repository of structured organic reaction records. describe an organic reaction: reactants, conditions, products, and yield Starting materials: B, C1CCOC1, CSC, N#Cc1cc(F)ccc1Oc1ccc(Cl)c(Cl)c1. Yields the product NCc1cc(F)ccc1Oc1ccc(Cl)c(Cl)c1. RXN SMILES: [BH3:4].[CH2:23]1[O:24][CH2:25][CH2:26][CH2:27]1.[CH3:1][S:2][CH3:3].[Cl:5][c:6]1[cH:7][c:8]([O:9][c:10]2[c:11]([C:12]#[N:13])[cH:14][c:15]([F:18])[cH:16][cH:17]2)[cH:19][cH:20][c:21]1[Cl:22]>>[Cl:5][c:6]1[cH:7][c:8]([O:9][c:10]2[c:11]([CH2:12][NH2:13])[cH:14][c:15]([F:18])[cH:16][cH:17]2)[cH:19][cH:20][c:21]1[Cl:22].